Task: describe an organic reaction: reactants, conditions, products, and yield. Dataset: the Open Reaction Database (ORD), a public repository of structured organic reaction records Solvent: CC(=O)C (acetone). The yield is 42.8%. Starting materials: ClC1=C(C=C(C=C1)[N+](=O)[O-])O (2-chloro-5-nitro-phenol), BrCCBr (1,2-dibromoethane), C(=O)([O-])[O-].[K+].[K+] (K2CO3). RXN SMILES: [Cl:1][C:2]1[CH:7]=[CH:6][C:5]([N+:8]([O-:10])=[O:9])=[CH:4][C:3]=1[OH:11].[Br:12][CH2:13][CH2:14]Br.C([O-])([O-])=O.[K+].[K+]>CC(C)=O>[Br:12][CH2:13][CH2:14][O:11][C:3]1[CH:4]=[C:5]([N+:8]([O-:10])=[O:9])[CH:6]=[CH:7][C:2]=1[Cl:1] |f:2.3.4|. Procedure: To a solution of 2-chloro-5-nitro-phenol (13, 0.87 g, 5 mmol) in acetone (10 mL) were sequentially added 1,2-dibromoethane (14, 0.85 ml, 10 mmol) and K2CO3 (1.45 g, 10.5 mmol). The mixture was heated under reflux over night. To work up, the solids were filtered and the filtrate was concentrated. The residue was purified by chromatography (silica gel) eluting with hexanes first, then EtOAc to yield 15 (600 mg). The product is BrCCOC1=C(C=CC(=C1)[N+](=O)[O-])Cl (2-(2-Bromo-ethoxy)-1-chloro-4-nitrobenzene). The reactants are BrC=1C=C2CCNC2=CC1 (5-bromoindoline), O.ON1N=NC2=C1C=CC=C2 (1-hydroxybenzotriazole hydrate), CN1CCOCC1 (N-methylmorpholine), CN(CC(=O)O)C (2-(dimethylamino)acetic acid), Cl.CN(CCCN=C=NCC)C (N-(3-dimethylaminopropyl)-N′-ethylcarbodiimide hydrochloride). Reported procedure: A solution of 5-bromoindoline (0.5 g, 2.52 mmol), 1-hydroxybenzotriazole hydrate (0.387 g, 2.52 mmol), N-methylmorpholine (1.11 mL, 10.1 mmol) and 2-(dimethylamino)acetic acid (0.299 g, 2.9 mmol) in N,N-dimethylformamide (9.5 mL) was treated with N-(3-dimethylaminopropyl)-N′-ethylcarbodiimide hydrochloride (0.678 g, 3.53 mmol) and the reaction was stirred at ambient temperature for 18 hours. The reaction was diluted with water (100 mL) and extracted with 1:1 ether/ethyl acetate (2×120 mL). The c... As a reaction SMILES: [Br:1][C:2]1[CH:3]=[C:4]2[C:8](=[CH:9][CH:10]=1)[NH:7][CH2:6][CH2:5]2.O.ON1C2C=CC=CC=2N=N1.[CH3:22][N:23]1[CH2:28]C[O:26][CH2:25][CH2:24]1.CN(C)CC(O)=O.Cl.CN(C)CCCN=C=NCC>CN(C)C=O.O>[Br:1][C:2]1[CH:3]=[C:4]2[C:8](=[CH:9][CH:10]=1)[N:7]([C:25](=[O:26])[CH2:24][N:23]([CH3:28])[CH3:22])[CH2:6][CH2:5]2 |f:1.2,5.6|. Solvent: CN(C=O)C (N,N-dimethylformamide), O (water). The product is BrC=1C=C2CCN(C2=CC1)C(CN(C)C)=O (1-(5-bromoindolin-1-yl)-2-(dimethylamino)ethanone). Reaction conditions: time 18 hour. Reactants: O=C([O-])[O-], CCOC(=O)c1ccc2c(c1)CC(C)(C)C(c1cccc(Br)c1)N2, CN, CN(C)CC(=O)O, CS(C)=O, Cl, Cl, [Cu]I, [K+], [K+]. Product: CCOC(=O)c1ccc2c(c1)CC(C)(C)C(c1cccc(NC)c1)N2. RXN SMILES: [C:36](=[O:37])([O-:38])[O-:39].[CH2:1]([CH3:2])[O:3][C:4](=[O:5])[c:6]1[cH:7][c:8]2[c:13]([cH:14][cH:15]1)[NH:12][CH:11]([c:16]1[cH:17][c:18]([Br:22])[cH:19][cH:20][cH:21]1)[C:10]([CH3:23])([CH3:24])[CH2:9]2.[CH3:26][NH2:27].[CH3:29][N:30]([CH3:31])[CH2:32][C:33]([OH:34])=[O:35].[CH3:42][S:43](=[O:44])[CH3:45].[ClH:25].[ClH:28].[Cu:46][I:47].[K+:40].[K+:41]>>[CH2:1]([CH3:2])[O:3][C:4](=[O:5])[c:6]1[cH:7][c:8]2[c:13]([cH:14][cH:15]1)[NH:12][CH:11]([c:16]1[cH:17][c:18]([NH:30][CH3:29])[cH:19][cH:20][cH:21]1)[C:10]([CH3:23])([CH3:24])[CH2:9]2. The reactants are [N+](=O)([O-])C=1C=C(C=CC1)O (3-nitrophenol), [I-].[K+] (potassium iodide), C([O-])([O-])=O.[K+].[K+] (potassium carbonate), BrCCCl (1-bromo-2-chloroethane). Reagents/catalysts: [Br-].C(CCC)[N+](CCCC)(CCCC)CCCC (tetrabutylammonium bromide). Solvent: CC(=O)C (acetone). The product is ClCCOC1=CC(=CC=C1)[N+](=O)[O-] (1-(2-chloroethoxy)-3-nitrobenzene). RXN SMILES: [N+:1]([C:4]1[CH:5]=[C:6]([OH:10])[CH:7]=[CH:8][CH:9]=1)([O-:3])=[O:2].C(=O)([O-])[O-].[K+].[K+].Br[CH2:18][CH2:19][Cl:20].[I-].[K+]>CC(C)=O.[Br-].C([N+](CCCC)(CCCC)CCCC)CCC>[Cl:20][CH2:19][CH2:18][O:10][C:6]1[CH:7]=[CH:8][CH:9]=[C:4]([N+:1]([O-:3])=[O:2])[CH:5]=1 |f:1.2.3,5.6,8.9|. Procedure details: 60 g of 3-nitrophenol, 88 g of potassium carbonate and 178 ml of 1-bromo-2-chloroethane are boiled under reflux for 36 h in 800 ml of acetone together with 1.5 g of tetrabutylammonium bromide and 2.0 g of potassium iodide. The mixture is then cooled to RT and concentrated in an RE. The mixture is treated with water, extracted 3 times with ethyl acetate and concentrated. The residue is chromatographed using methylene chloride and the product-containing fractions are concentrated. 1-(2-chloroethox... Starting materials: C1OC=2C=C(C=CC2OC1)NC1=NC(=NC=C1F)NC1=CC(=CC=C1)O (N4-(3,4-ethylenedioxyphenyl)-5-fluoro-N2-(3-hydroxyphenyl)-2,4-pyrimidinediamine), ClC1=NC=C(C(=N1)NC1=CC2=C(C=C1)OCCO2)F (2-chloro-N4-(3,4-ethylenedioxyphenyl)-5-fluoro-4-pyrimidineamine), N1(CCCC1)S(=O)(=O)C1=CC=C(N)C=C1 (4-(tetrahydro-(1H)-pyrrol-1-ylsulfonyl)aniline). Product: C1OC=2C=C(C=CC2OC1)NC1=NC(=NC=C1F)NC1=CC=C(C=C1)S(=O)(=O)N1CCCC1 (N4-(3,4-ethylenedioxyphenyl)-5-fluoro-N2-[4-(tetrahydro-(1H)-pyrrol-1-ylsulfonyl)phenyl]-2,4-pyrimidinediamine). As a reaction SMILES: [CH2:1]1[CH2:10][O:9][C:8]2[CH:7]=[CH:6][C:5]([NH:11][C:12]3[C:17]([F:18])=[CH:16][N:15]=[C:14]([NH:19][C:20]4[CH:25]=[CH:24][CH:23]=[C:22](O)[CH:21]=4)[N:13]=3)=[CH:4][C:3]=2[O:2]1.ClC1N=C(NC2C=CC3OCCOC=3C=2)C(F)=CN=1.[N:46]1([S:51](C2C=CC(N)=CC=2)(=[O:53])=[O:52])[CH2:50][CH2:49][CH2:48][CH2:47]1>>[CH2:1]1[CH2:10][O:9][C:8]2[CH:7]=[CH:6][C:5]([NH:11][C:12]3[C:17]([F:18])=[CH:16][N:15]=[C:14]([NH:19][C:20]4[CH:25]=[CH:24][C:23]([S:51]([N:46]5[CH2:50][CH2:49][CH2:48][CH2:47]5)(=[O:53])=[O:52])=[CH:22][CH:21]=4)[N:13]=3)=[CH:4][C:3]=2[O:2]1. Reported procedure: In a manner similar to the preparation of N4-(3,4-ethylenedioxyphenyl)-5-fluoro-N2-(3-hydroxyphenyl)-2,4-pyrimidinediamine, 2-chloro-N4-(3,4-ethylenedioxyphenyl)-5-fluoro-4-pyrimidineamine and 4-(tetrahydro-(1H)-pyrrol-1-ylsulfonyl)aniline were reacted to yield N4-(3,4-ethylenedioxyphenyl)-5-fluoro-N2-[4-(tetrahydro-(1H)-pyrrol-1-ylsulfonyl)phenyl]-2,4-pyrimidinediamine. 1H NMR (DMSO-d6): δ 10.11 (bs, 1H), 9.76 (bs, 1H), 8.19 (d, 1H, J=3.9 Hz), 7.82 (d, 2H, J=8.7 Hz), 7.62 (d, 2H, J=8.7 Hz), 7.2... The product is Cc1cc(N2CCN(C(=O)OC(C)(C)C)CC2)c2oc(C#N)c(Cc3ccccc3)c2c1. As a reaction SMILES: [C:47](=[O:48])([O-:49])[O-:50].[C:53](=[O:54])([O:55][C:56]([CH3:57])([CH3:58])[CH3:59])[N:60]1[CH2:61][CH2:62][NH:63][CH2:64][CH2:65]1.[CH2:66]([c:67]1[cH:68][cH:69][cH:70][cH:71][cH:72]1)[c:73]1[c:74]([C:84]#[N:85])[o:75][c:76]2[c:77]1[cH:78][c:79]([CH3:83])[cH:80][c:81]2[Br:82].[Cs+:51].[Cs+:52].[O:111]=[C:112]([CH:113]=[CH:114][c:115]1[cH:116][cH:117][cH:118][cH:119][cH:120]1)[CH:121]=[CH:122][c:123]1[cH:124][cH:125][cH:126][cH:127][cH:128]1.[O:129]=[C:130]([CH:131]=[CH:132][c:133]1[cH:134][cH:135][cH:136][cH:137][cH:138]1)[CH:139]=[CH:140][c:141]1[cH:142][cH:143][cH:144][cH:145][cH:146]1.[O:86]=[CH:87][N:88]([CH3:89])[CH3:90].[O:93]=[C:94]([CH:95]=[CH:96][c:97]1[cH:98][cH:99][cH:100][cH:101][cH:102]1)[CH:103]=[CH:104][c:105]1[cH:106][cH:107][cH:108][cH:109][cH:110]1.[Pd:91].[Pd:92].[cH:1]1[cH:2][cH:3][c:4]([P:5]([c:6]2[cH:7][cH:8][c:9]3[c:10]([cH:11][cH:12][cH:13][cH:14]3)[c:15]2-[c:16]2[c:17]3[c:18]([cH:19][cH:20][cH:21][cH:22]3)[cH:23][cH:24][c:25]2[P:26]([c:27]2[cH:28][cH:29][cH:30][cH:31][cH:32]2)[c:33]2[cH:34][cH:35][cH:36][cH:37][cH:38]2)[c:39]2[cH:40][cH:41][cH:42][cH:43][cH:44]2)[cH:45][cH:46]1>>[C:53](=[O:54])([O:55][C:56]([CH3:57])([CH3:58])[CH3:59])[N:60]1[CH2:61][CH2:62][N:63]([c:81]2[c:76]3[o:75][c:74]([C:84]#[N:85])[c:73]([CH2:66][c:67]4[cH:68][cH:69][cH:70][cH:71][cH:72]4)[c:77]3[cH:78][c:79]([CH3:83])[cH:80]2)[CH2:64][CH2:65]1. Starting materials: O=C([O-])[O-], CC(C)(C)OC(=O)N1CCNCC1, Cc1cc(Br)c2oc(C#N)c(Cc3ccccc3)c2c1, [Cs+], [Cs+], O=C(C=Cc1ccccc1)C=Cc1ccccc1, O=C(C=Cc1ccccc1)C=Cc1ccccc1, CN(C)C=O, O=C(C=Cc1ccccc1)C=Cc1ccccc1, [Pd], [Pd], c1ccc(P(c2ccccc2)c2ccc3ccccc3c2-c2c(P(c3ccccc3)c3ccccc3)ccc3ccccc23)cc1. The reactants are O (water), [H-].[Na+] (Sodium hydride), CN(C)C=O (DMF), C[C@@H](CCCC)O ((S)-2-hexanol), FC1=CC=C(C#N)C=C1 (4-fluorobenzonitrile), [H-].[Na+] (sodium hydride). Reaction conditions: time 8 hour. The product is C[C@@H](CCCC)OC1=CC=C(C(=O)O)C=C1 (4-((S)-1-methylpentyloxy)benzoic acid). RXN SMILES: [H-].[Na+].[CH3:3][C@H:4]([OH:9])[CH2:5][CH2:6][CH2:7][CH3:8].F[C:11]1[CH:18]=[CH:17][C:14](C#N)=[CH:13][CH:12]=1.[OH2:19].CN([CH:23]=[O:24])C>>[CH3:3][C@H:4]([O:9][C:11]1[CH:18]=[CH:17][C:14]([C:23]([OH:24])=[O:19])=[CH:13][CH:12]=1)[CH2:5][CH2:6][CH2:7][CH3:8] |f:0.1|. Procedure: Sodium hydride (1.86 g, 78 mmol) was dispersed in 30 ml DMF and added with (S)-2-hexanol (6.81 g, 66.6 mmol) with stirring while cooling with ice. After cooling with ice for another one hour, the mixture was stirred at room temperature for 9 hours and cooled again with ice, followed by adding gradually 4-fluorobenzonitrile (8.88 g, 73.3 mmol). After the reaction was continued at room temperature overnight, the mixture was added with 1 ml water while cooling with ice to inactivate excess sodium h... Reactants: CC(CS(=O)C1=CC(=C(C=C1)N)N)C (4-(2-methylpropyl)sulfinyl-1,2-diaminobenzene), COC(=O)NC(SC)=NC(=O)OC (1,3-bis(methoxycarbonyl)-S-methyl isothiourea). Solvent: CO (methanol), C(C)(=O)O (acetic acid). The product is CC(CS(=O)C1=CC2=C(NC(=N2)NC(OC)=O)C=C1)C ([5-[(2-methylpropyl)sulfinyl]-1H-benzimidazol-2-yl]carbamic acid, methyl ester). Yield: 70.0%. Reaction SMILES: [CH3:1][CH:2]([CH3:14])[CH2:3][S:4]([C:6]1[CH:11]=[CH:10][C:9]([NH2:12])=[C:8]([NH2:13])[CH:7]=1)=[O:5].[CH3:15][O:16][C:17]([NH:19][C:20](=NC(OC)=O)SC)=[O:18]>CO.C(O)(=O)C>[CH3:1][CH:2]([CH3:14])[CH2:3][S:4]([C:6]1[CH:11]=[CH:10][C:9]2[NH:12][C:20]([NH:19][C:17](=[O:18])[O:16][CH3:15])=[N:13][C:8]=2[CH:7]=1)=[O:5]. Procedure details: To 3.09 g (14.5 mMol) of 4-(2-methylpropyl)sulfinyl-1,2-diaminobenzene in 35 ml methanol and 0.84 ml acetic acid is added 3.11 g (16 mMol) 1,3-bis(methoxycarbonyl)-S-methyl isothiourea, prepared as described in Example 1A(5), and the resulting solution heated to reflux for 3 hours. The solvent is removed in vacuo, the solid digested with water and filtered and washed with ether. The resulting orange solid is recrystallized from 35 ml ethanol to yield 3.0 g of the title compound, m.p. 198°-201°, ... The reactants are C(#N)CCC1CC=2C(=C3C=CC(NC3=C(C2)C)=O)O1 (2-(2-Cyanoethyl)-5-methyl-2,3,6,7-tetrahydrofuro[2,3-f]quinoline-7-one), [H-].[Al+3].[Li+].[H-].[H-].[H-] (lithium aluminum hydride), Cl (hydrochloride), CO (methanol). The solvent is O1CCCC1 (tetrahydrofuran). Run at temperature 30 celsius, time 2 hour. Product: NCCCC1CC=2C(=C3C=CC(NC3=C(C2)C)=O)O1 (2-(3-Aminopropyl)-5-methyl-2,3,6,7-tetrahydrofuro[2,3-f]quinoline-7-one). Yield: 111.6%. As a reaction SMILES: [C:1]([CH2:3][CH2:4][CH:5]1[O:19][C:8]2=[C:9]3[C:14](=[C:15]([CH3:17])[CH:16]=[C:7]2[CH2:6]1)[NH:13][C:12](=[O:18])[CH:11]=[CH:10]3)#[N:2].[H-].[Al+3].[Li+].[H-].[H-].[H-].CO.Cl>O1CCCC1>[NH2:2][CH2:1][CH2:3][CH2:4][CH:5]1[O:19][C:8]2=[C:9]3[C:14](=[C:15]([CH3:17])[CH:16]=[C:7]2[CH2:6]1)[NH:13][C:12](=[O:18])[CH:11]=[CH:10]3 |f:1.2.3.4.5.6|. Reported procedure: 2-(2-Cyanoethyl)-5-methyl-2,3,6,7-tetrahydrofuro[2,3-f]quinoline-7-one (1.35 g) was dissolved in tetrahydrofuran (100 ml), to which lithium aluminum hydride (1.4 g) was added and stirred at 30° C. for 2 hours. To the reaction liquid, methanol (20 ml) was added and stirred for 10 minutes, then filtered through cerite. The filtrate was condensed under reduced pressure, and the resultant crude product was purified by alumina column chromatography (eluent: first, chloroform:ethyl acetate=1:1; later,... Starting materials: BrC1=NNC2=CC=C(C=C12)C1C(=C2COCCN2C(=C1C#N)C)C#N (8-(3-Bromo-1H-indazol-5-yl)-6-methyl-1,3,4,8-tetrahydropyrido[2,1-c][1,4]oxazine-7,9-dicarbonitrile), FC1=CC=C(C=N1)B(O)O ((6-fluoropyridin-3-yl)boronic acid), atmosphere, C([O-])(O)=O.[Na+] (sodium bicarbonate). The reagents and catalysts are C=1C=CC(=CC1)[P](C=2C=CC=CC2)(C=3C=CC=CC3)[Pd]([P](C=4C=CC=CC4)(C=5C=CC=CC5)C=6C=CC=CC6)([P](C=7C=CC=CC7)(C=8C=CC=CC8)C=9C=CC=CC9)[P](C=1C=CC=CC1)(C=1C=CC=CC1)C=1C=CC=CC1 (tetrakis(triphenylphosphine)palladium(0)). The solvent is O1CCOCC1 (1,4-dioxane). Reaction conditions: temperature 140 celsius, time 70 minute. Product: FC1=CC=C(C=N1)C1=NNC2=CC=C(C=C12)C1C(=C2COCCN2C(=C1C#N)C)C#N (8-[3-(6-Fluoropyridin-3-yl)-1H-indazol-5-yl]-6-methyl-1,3,4,8-tetrahydropyrido[2,1-c][1,4]-oxazine-7,9-dicarbonitrile). Yield: 49.3%. As a reaction SMILES: Br[C:2]1[C:10]2[C:5](=[CH:6][CH:7]=[C:8]([CH:11]3[C:20]([C:21]#[N:22])=[C:19]([CH3:23])[N:18]4[C:13]([CH2:14][O:15][CH2:16][CH2:17]4)=[C:12]3[C:24]#[N:25])[CH:9]=2)[NH:4][N:3]=1.[F:26][C:27]1[N:32]=[CH:31][C:30](B(O)O)=[CH:29][CH:28]=1.C(=O)(O)[O-].[Na+]>O1CCOCC1.C1C=CC([P]([Pd]([P](C2C=CC=CC=2)(C2C=CC=CC=2)C2C=CC=CC=2)([P](C2C=CC=CC=2)(C2C=CC=CC=2)C2C=CC=CC=2)[P](C2C=CC=CC=2)(C2C=CC=CC=2)C2C=CC=CC=2)(C2C=CC=CC=2)C2C=CC=CC=2)=CC=1>[F:26][C:27]1[N:32]=[CH:31][C:30]([C:2]2[C:10]3[C:5](=[CH:6][CH:7]=[C:8]([CH:11]4[C:20]([C:21]#[N:22])=[C:19]([CH3:23])[N:18]5[C:13]([CH2:14][O:15][CH2:16][CH2:17]5)=[C:12]4[C:24]#[N:25])[CH:9]=3)[NH:4][N:3]=2)=[CH:29][CH:28]=1 |f:2.3,^1:50,52,71,90|. Procedure details: To a degassed solution of 125 mg (0.315 mmol) 8-(3-bromo-1H-indazol-5-yl)-6-methyl-1,3,4,8-tetrahydropyrido[2,1-c][1,4]oxazine-7,9-dicarbonitrile (Example 12A) and 53.3 mg (0.379 mmol) (6-fluoropyridin-3-yl)boronic acid in anhydrous 1,4-dioxane (2.2 ml) were added under inert gas atmosphere 36.5 mg (0.032 mmol) tetrakis(triphenylphosphine)palladium(0) and aqueous sodium bicarbonate solution (2 M, 0.56 ml). The resulting mixture was stirred at 140° C. for 70 min under microwave conditions. After ...